Dataset: the Open Reaction Database (ORD), a public repository of structured organic reaction records. Task: describe an organic reaction: reactants, conditions, products, and yield The product is C(C)(C)OC1=CC=C2C(=C(N=C(C2=C1)Cl)C(=O)C(C(=O)O)(C)N)O ((7-Isopropoxy-1-chloro-4-hydroxy-isoquinoline-3-carbonyl)-amino-propionic acid). Reported procedure: Analogously to Example A-56, 0.040 g of 7-isopropoxy-1-chloro-4-hydroxy-isoquinoline-3-carboxylic acid were allowed to react with 0.020 g of L-Alanine methyl ester hydrochloride to give, after hydrolysis of the intermediate ester, 0.047 g of a white solid: MS-(−)-ion, M−1=353.1 amu. As a reaction SMILES: [CH:1]([O:4][C:5]1[CH:14]=[C:13]2[C:8]([C:9]([OH:19])=[C:10]([C:16]([OH:18])=O)[N:11]=[C:12]2[Cl:15])=[CH:7][CH:6]=1)([CH3:3])[CH3:2].Cl.C[O:22][C:23](=[O:27])[C@H:24]([CH3:26])[NH2:25]>>[CH:1]([O:4][C:5]1[CH:14]=[C:13]2[C:8]([C:9]([OH:19])=[C:10]([C:16]([C:24]([NH2:25])([CH3:26])[C:23]([OH:27])=[O:22])=[O:18])[N:11]=[C:12]2[Cl:15])=[CH:7][CH:6]=1)([CH3:2])[CH3:3] |f:1.2|. Reactants: C(C)(C)OC1=CC=C2C(=C(N=C(C2=C1)Cl)C(=O)O)O (7-isopropoxy-1-chloro-4-hydroxy-isoquinoline-3-carboxylic acid), Cl.COC([C@@H](N)C)=O (L-Alanine methyl ester hydrochloride), ester, white solid. The reactants are ClC1=CC=C2C(=CNC2=C1)C(C(F)(F)F)=O (1-(6-chloro-1H-indol-3-yl)-2,2,2-trifluoro-ethanone), C(C)(C)(C)OC(=O)N1[C@@H](CCC1)COS(=O)(=O)C ((S)-2-methanesulfonyloxymethyl-pyrrolidine-1-carboxylic acid tert-butyl ester), C([O-])([O-])=O.[Cs+].[Cs+] (cesium carbonate). Solvent: CN1C(N(CCC1)C)=O (1,3-dimethyl-3,4,5,6-tetrahydropyrimidinone), O (water). Conditions: temperature 80 celsius, time 48 hour. Product: C(C)(C)(C)OC(=O)N1[C@@H](CCC1)CN1C=C(C2=CC=C(C=C12)Cl)C(C(F)(F)F)=O ((S)-2-[6-Chloro-3-(2,2,2-trifluoro-acetyl)-indol-1-ylmethyl]-pyrrolidine-1-carboxylic acid tert-butyl ester). Yield: 45.4%. RXN SMILES: [Cl:1][C:2]1[CH:10]=[C:9]2[C:5]([C:6]([C:11](=[O:16])[C:12]([F:15])([F:14])[F:13])=[CH:7][NH:8]2)=[CH:4][CH:3]=1.[C:17]([O:21][C:22]([N:24]1[CH2:28][CH2:27][CH2:26][C@H:25]1[CH2:29]OS(C)(=O)=O)=[O:23])([CH3:20])([CH3:19])[CH3:18].C(=O)([O-])[O-].[Cs+].[Cs+]>CN1CCCN(C)C1=O.O>[C:17]([O:21][C:22]([N:24]1[CH2:28][CH2:27][CH2:26][C@H:25]1[CH2:29][N:8]1[C:9]2[C:5](=[CH:4][CH:3]=[C:2]([Cl:1])[CH:10]=2)[C:6]([C:11](=[O:16])[C:12]([F:13])([F:14])[F:15])=[CH:7]1)=[O:23])([CH3:20])([CH3:18])[CH3:19] |f:2.3.4|. Reported procedure: A mixture of 2.2 g (8.7 mmol) 1-(6-chloro-1H-indol-3-yl)-2,2,2-trifluoro-ethanone, 3.7 g (13 mmol) (S)-2-methanesulfonyloxymethyl-pyrrolidine-1-carboxylic acid tert-butyl ester (preparation described in Tetrahedron 2006, 62, 4584-4589) and 5.7 g (18 mmol) cesium carbonate in 44 ml dry 1,3-dimethyl-3,4,5,6-tetrahydropyrimidinone (DMPU) was stirred for 48 h at 80° C. The reaction mixture was diluted with 100 ml water and extracted with ethyl acetate (3×100 ml). The combined organic layers were dri... Reactants: Cl.N1(N=CC=C1)CC1CCNCC1 (4-Pyrazol-1-ylmethyl-piperidine hydrochloride salt), ClC=1N=C(C2=C(N1)C=C(S2)C=O)N2CCOCC2 (2-Chloro-4-morpholin-4-yl-thieno[3,2-d]pyrimidine-6-carbaldehyde), C(C)(=O)O (acetic acid), C(C)(=O)O[BH-](OC(C)=O)OC(C)=O.[Na+] (Sodium triacetoxyborohydride). Run in ClCCCl (1,2-dichloroethane), C(C)N(CC)CC (triethylamine), ClCCl (dichloromethane). Conditions: time 6 hour. The product is ClC=1N=C(C2=C(N1)C=C(S2)CN2CCC(CC2)CN2N=CC=C2)N2CCOCC2 (2-Chloro-4-morpholin-4-yl-6-(4-pyrazol-1-ylmethyl-piperidin-1-ylmethyl)-thieno[3,2-d]pyrimidine). Reaction SMILES: Cl.[N:2]1([CH2:7][CH:8]2[CH2:13][CH2:12][NH:11][CH2:10][CH2:9]2)[CH:6]=[CH:5][CH:4]=[N:3]1.[Cl:14][C:15]1[N:16]=[C:17]([N:26]2[CH2:31][CH2:30][O:29][CH2:28][CH2:27]2)[C:18]2[S:23][C:22]([CH:24]=O)=[CH:21][C:19]=2[N:20]=1.C(O)(=O)C.C(O[BH-](OC(=O)C)OC(=O)C)(=O)C.[Na+]>ClCCCl.ClCCl.C(N(CC)CC)C>[Cl:14][C:15]1[N:16]=[C:17]([N:26]2[CH2:27][CH2:28][O:29][CH2:30][CH2:31]2)[C:18]2[S:23][C:22]([CH2:24][N:11]3[CH2:10][CH2:9][CH:8]([CH2:7][N:2]4[CH:6]=[CH:5][CH:4]=[N:3]4)[CH2:13][CH2:12]3)=[CH:21][C:19]=2[N:20]=1 |f:0.1,4.5|. Reported procedure: To a solution of 4-Pyrazol-1-ylmethyl-piperidine hydrochloride salt in 1,2-dichloroethane (5 ml) was added 2-Chloro-4-morpholin-4-yl-thieno[3,2-d]pyrimidine-6-carbaldehyde (230 mg) and glacial acetic acid (50 μL). The reaction mixture was stirred at room temperature for 6 hours. Sodium triacetoxyborohydride (224 mg) and triethylamine (113 μL) were added. The reaction mixture was stirred at room temperature overnight. The reaction mixture was diluted with dichloromethane, washed with a 50/50 mixt... The reactants are Brc1cc2nccc(Nc3ccc4[nH]ccc4c3)c2s1, COc1ccc(B(O)O)cc1, CS(C)=O. Yields the product COc1ccc(-c2cc3nccc(Nc4ccc5[nH]ccc5c4)c3s2)cc1. RXN SMILES: [Br:12][c:13]1[cH:14][c:15]2[n:16][cH:17][cH:18][c:19]([NH:22][c:23]3[cH:24][c:25]4[cH:26][cH:27][nH:28][c:29]4[cH:30][cH:31]3)[c:20]2[s:21]1.[CH3:1][O:2][c:3]1[cH:4][cH:5][c:6]([B:9]([OH:10])[OH:11])[cH:7][cH:8]1.[CH3:32][S:33]([CH3:34])=[O:35]>>[CH3:1][O:2][c:3]1[cH:4][cH:5][c:6](-[c:13]2[cH:14][c:15]3[n:16][cH:17][cH:18][c:19]([NH:22][c:23]4[cH:24][c:25]5[cH:26][cH:27][nH:28][c:29]5[cH:30][cH:31]4)[c:20]3[s:21]2)[cH:7][cH:8]1. The reactants are CCCC1CCC(CCC2CCC(=O)CC2)CC1, Fc1cccc(Br)c1. The product is CCCC1CCC(CCC2CCC(c3cccc(F)c3)CC2)CC1. As a reaction SMILES: [CH2:9]([CH2:10][CH3:11])[CH:12]1[CH2:13][CH2:14][CH:15]([CH2:18][CH2:19][CH:20]2[CH2:21][CH2:22][C:23](=[O:26])[CH2:24][CH2:25]2)[CH2:16][CH2:17]1.[F:1][c:2]1[cH:3][c:4]([Br:8])[cH:5][cH:6][cH:7]1>>[F:1][c:2]1[cH:3][c:4]([CH:23]2[CH2:22][CH2:21][CH:20]([CH2:19][CH2:18][CH:15]3[CH2:14][CH2:13][CH:12]([CH2:9][CH2:10][CH3:11])[CH2:17][CH2:16]3)[CH2:25][CH2:24]2)[cH:5][cH:6][cH:7]1. Starting materials: CN1CCNCC1 (N-methylpiperazine), C(C)OC(=O)C=1C(=NC(=C(C1Cl)[N+](=O)[O-])N1CCCCC1)C (4-chloro-2-methyl-6-(1-piperidinyl)-5-nitropyridine-3-carboxylic acid ethyl ester). Yields the product C(C)OC(=O)C1=C(N=C(C2=NC=CN=C21)N2CCCCC2)C (7-methyl-5-(1-piperidinyl)pyrido[3,4-b]pyrazine-8-carboxylic acid ethyl ester). As a reaction SMILES: C[N:2]1[CH2:7][CH2:6][NH:5][CH2:4][CH2:3]1.[CH2:8]([O:10][C:11]([C:13]1[C:14]([CH3:29])=[N:15][C:16]([N:23]2[CH2:28][CH2:27][CH2:26][CH2:25][CH2:24]2)=C([N+]([O-])=O)C=1Cl)=[O:12])[CH3:9]>>[CH2:8]([O:10][C:11]([C:13]1[C:3]2[C:4](=[N:5][CH:6]=[CH:7][N:2]=2)[C:16]([N:23]2[CH2:24][CH2:25][CH2:26][CH2:27][CH2:28]2)=[N:15][C:14]=1[CH3:29])=[O:12])[CH3:9]. Procedure details: By substituting piperidine for N-methylpiperazine in Example 1 b and the resulting 4-chloro-2-methyl-6-(1-piperidinyl)-5-nitropyridine-3-carboxylic acid ethyl ester is processed according to the procedure in Example 1 c-e, 7-methyl-5-(1-piperidinyl)pyrido[3,4-b]pyrazine-8-carboxylic acid ethyl ester is obtained, m.p. 73°-74° (petroleum ether). Starting materials: Cl (hydrochloric acid), solution, Cl (hydrochloric acid), solution, [I-].[K+] (potassium iodide), ClC=1N=C(C2=C(N1)N(C=C2)S(=O)(=O)C2=CC=C(C=C2)C)NC2=C(C(=O)N)C(=CC=C2)F (2-({2-chloro-7-[(4-methylphenyl)sulfonyl]-7H-pyrrolo[2,3-d]pyrimidin-4-yl}amino)-6-fluorobenzamide), CC(C)N1CCN(CC1)C1=CC(=C(C=C1)N)OC ([4-[4-(1-methylethyl)-1-piperazinyl]-2-(methyloxy)phenyl]amine), [I-].[K+] (potassium iodide). Run in C([O-])(O)=O.[Na+].C(Cl)Cl (sodium bicarbonate methylene chloride), O1CCOCC1 (dioxane), O1CCOCC1 (dioxane), C(C(F)(F)F)O (trifluoroethanol). Reaction conditions: temperature 80 celsius, time 12 hour. The product is FC1=C2C(N3C(=NC2=CC=C1)C1=C(N=C3NC3=C(C=C(C=C3)N3CCN(CC3)C(C)C)OC)N(C=C1)S(=O)(=O)C1=CC=C(C=C1)C)=O (8-fluoro-5-{[4-[4-(1-methylethyl)-1-piperazinyl]-2-(methyloxy)phenyl]amino}-3-[(4-methylphenyl)sulfonyl]pyrrolo[2′,3′:4,5]pyrimido[6,1-b]quinazolin-7(3H)-one). The yield is 99.0%. Reaction SMILES: Cl[C:2]1[N:3]=[C:4]([NH:21][C:22]2[CH:30]=[CH:29][CH:28]=[C:27]([F:31])[C:23]=2[C:24](N)=[O:25])[C:5]2[CH:10]=[CH:9][N:8]([S:11]([C:14]3[CH:19]=[CH:18][C:17]([CH3:20])=[CH:16][CH:15]=3)(=[O:13])=[O:12])[C:6]=2[N:7]=1.[CH3:32][CH:33]([N:35]1[CH2:40][CH2:39][N:38]([C:41]2[CH:46]=[CH:45][C:44]([NH2:47])=[C:43]([O:48][CH3:49])[CH:42]=2)[CH2:37][CH2:36]1)[CH3:34].[I-].[K+].Cl>C(O)C(F)(F)F.O1CCOCC1.C(=O)(O)[O-].[Na+].C(Cl)Cl>[F:31][C:27]1[CH:28]=[CH:29][CH:30]=[C:22]2[C:23]=1[C:24](=[O:25])[N:3]1[C:2]([NH:47][C:44]3[CH:45]=[CH:46][C:41]([N:38]4[CH2:39][CH2:40][N:35]([CH:33]([CH3:32])[CH3:34])[CH2:36][CH2:37]4)=[CH:42][C:43]=3[O:48][CH3:49])=[N:7][C:6]3[N:8]([S:11]([C:14]4[CH:19]=[CH:18][C:17]([CH3:20])=[CH:16][CH:15]=4)(=[O:13])=[O:12])[CH:9]=[CH:10][C:5]=3[C:4]1=[N:21]2 |f:2.3,7.8.9|. Procedure details: To a solution of 2-({2-chloro-7-[(4-methylphenyl)sulfonyl]-7H-pyrrolo[2,3-d]pyrimidin-4-yl}amino)-6-fluorobenzamide (5.50 g, 11.98 mmol), [4-[4-(1-methylethyl)-1-piperazinyl]-2-(methyloxy)phenyl]amine (4.5 g, 18 mmol, 1.50 equiv.), and potassium iodide (<20 mg) in trifluoroethanol (200 mL) in a 300 mL sealed tube was added hydrochloric acid as a 4.0M solution in dioxane (12 mL, 48 mmol, 4 equiv.). The vessel was sealed and the resulting suspension was stirred rapidly at 80° C. for 12 hours. TLC/... The reactants are CCCCC(Br)C(=O)O, O=C(O)c1cc(Cl)ccc1S, Cl, [Na+], [OH-]. Product: CCCCC(Sc1ccc(Cl)cc1C(=O)O)C(=O)O. Reaction SMILES: [Br:12][CH:13]([C:14](=[O:15])[OH:16])[CH2:17][CH2:18][CH2:19][CH3:20].[Cl:1][c:2]1[cH:3][cH:4][c:5]([SH:11])[c:6]([C:7](=[O:8])[OH:9])[cH:10]1.[ClH:21].[Na+:23].[OH-:22]>>[Cl:1][c:2]1[cH:3][cH:4][c:5]([S:11][CH:13]([C:14](=[O:15])[OH:16])[CH2:17][CH2:18][CH2:19][CH3:20])[c:6]([C:7](=[O:8])[OH:9])[cH:10]1. Reactants: CC(=O)C(C)(C)CO, ClC(Cl)Cl, Cl, Cc1ccc(S(=O)(=O)Cl)cc1, c1ccncc1. The product is CC(=O)C(C)(C)COS(=O)(=O)c1ccc(C)cc1. As a reaction SMILES: [CH3:12][C:13]([CH2:14][OH:15])([C:16]([CH3:17])=[O:18])[CH3:19].[CH:27]([Cl:28])([Cl:29])[Cl:30].[ClH:26].[c:1]1([CH3:11])[cH:2][cH:3][c:4]([S:7](=[O:8])(=[O:9])[Cl:10])[cH:5][cH:6]1.[cH:20]1[cH:21][cH:22][n:23][cH:24][cH:25]1>>[c:1]1([CH3:11])[cH:2][cH:3][c:4]([S:7](=[O:8])(=[O:9])[O:15][CH2:14][C:13]([CH3:12])([C:16]([CH3:17])=[O:18])[CH3:19])[cH:5][cH:6]1. Reactants: CO, COC(=O)c1ccc2c(C3CCCCC3)c3n(c2c1)CCOc1cc(OC2CCCN(S(C)(=O)=O)C2)ccc1-3, Cl, [Na+], C1CCOC1, [OH-]. The product is CS(=O)(=O)N1CCCC(Oc2ccc3c(c2)OCCn2c-3c(C3CCCCC3)c3ccc(C(=O)O)cc32)C1. RXN SMILES: [CH3:48][OH:49].[CH:1]1([c:7]2[c:8]3[c:9]([n:10]4[c:16]2-[c:15]2[c:14]([cH:20][c:19]([O:21][CH:22]5[CH2:23][N:24]([S:28](=[O:29])(=[O:30])[CH3:31])[CH2:25][CH2:26][CH2:27]5)[cH:18][cH:17]2)[O:13][CH2:12][CH2:11]4)[cH:32][c:33]([C:36](=[O:37])[O:38][CH3:39])[cH:34][cH:35]3)[CH2:2][CH2:3][CH2:4][CH2:5][CH2:6]1.[ClH:42].[Na+:41].[O:43]1[CH2:44][CH2:45][CH2:46][CH2:47]1.[OH-:40]>>[CH:1]1([c:7]2[c:8]3[c:9]([n:10]4[c:16]2-[c:15]2[c:14]([cH:20][c:19]([O:21][CH:22]5[CH2:23][N:24]([S:28](=[O:29])(=[O:30])[CH3:31])[CH2:25][CH2:26][CH2:27]5)[cH:18][cH:17]2)[O:13][CH2:12][CH2:11]4)[cH:32][c:33]([C:36](=[O:37])[OH:38])[cH:34][cH:35]3)[CH2:2][CH2:3][CH2:4][CH2:5][CH2:6]1.